From a dataset of the Open Reaction Database (ORD), a public repository of structured organic reaction records. describe an organic reaction: reactants, conditions, products, and yield The reactants are aromatic methoxy, C=1C=CC=2C(C1)=CC=CC2O (naphthol), COC12C(C3CC(CC(C1)C3)C2)=CC2=CC3=CC(=CC=C3C=C2)OC (methoxy(7-methoxynaphth-2-yl)methylene adamantane), sodium ethylthiolate, C=1C=CC=2C(C1)=CC=CC2O (naphthol), C(C)[S-].[Na+] (sodium ethanethiolate). Solvent: CN(C)C=O (DMF). Conditions: temperature 50 celsius. The product is enol ether, COC12C(C3CC(CC(C1)C3)C2)=CC2=CC3=CC(=CC=C3C=C2)OC(C)=O (methoxy(7-acetoxynaphth-2-yl)methylene adamantane). The yield is 25.8%. RXN SMILES: [CH3:1][O:2][C:3]12[CH2:12][CH:7]3[CH2:8][CH:9]([CH2:11][CH:5]([CH2:6]3)[C:4]1=[CH:13][C:14]1[CH:23]=[CH:22][C:21]3[C:16](=[CH:17][C:18]([O:24]C)=[CH:19][CH:20]=3)[CH:15]=1)[CH2:10]2.C1C=CC2C(=CC=CC=2[OH:36])C=1.[CH2:37]([S-])[CH3:38].[Na+]>CN(C=O)C>[CH3:1][O:2][C:3]12[CH2:12][CH:7]3[CH2:8][CH:9]([CH2:11][CH:5]([CH2:6]3)[C:4]1=[CH:13][C:14]1[CH:23]=[CH:22][C:21]3[C:16](=[CH:17][C:18]([O:24][C:37](=[O:36])[CH3:38])=[CH:19][CH:20]=3)[CH:15]=1)[CH2:10]2 |f:2.3|. Procedure: Crude methoxy(7-methoxynaphth-2-yl)methylene adamantane (247 mg, 0.739 mmol) was added to sodium ethylthiolate (62 mg, 0.743 mmol) in dry DMF (4 ml) and the solution was refluxed under argon for 4 hours deprotecting the aromatic methoxy moiety to the naphthol. Excess sodium ethanethiolate (122 mg, 1.45 mmol) was added in two portions during the reflux to push the demethylation to completion. The naphthol was worked up by partitioning the cooled solution between EtOAc and minimal H2O. Traces of n... Starting materials: FC1=C(C=CC(=C1)B1OC(C(O1)(C)C)(C)C)C=1N=CC(=NC1)N (5-(2-fluoro-4-(4,4,5,5-tetramethyl-1,3,2-dioxaborolan-2-yl)phenyl)-pyrazin-2-amine), BrC1=C(C=CC=C1)S(=O)(=O)N1CCNCC1 (1-((2-bromophenyl)sulfonyl)piperazine). The product is FC=1C=C(C=CC1C=1N=CC(=NC1)N)C1=C(C=CC=C1)S(=O)(=O)N1CCNCC1 (5-[3-Fluoro-2′-(piperazin-1-ylsulfonyl)biphenyl-4-yl]pyrazin-2-amine). Reaction SMILES: [F:1][C:2]1[CH:7]=[C:6](B2OC(C)(C)C(C)(C)O2)[CH:5]=[CH:4][C:3]=1[C:17]1[N:18]=[CH:19][C:20]([NH2:23])=[N:21][CH:22]=1.Br[C:25]1[CH:30]=[CH:29][CH:28]=[CH:27][C:26]=1[S:31]([N:34]1[CH2:39][CH2:38][NH:37][CH2:36][CH2:35]1)(=[O:33])=[O:32]>>[F:1][C:2]1[CH:7]=[C:6]([C:25]2[CH:30]=[CH:29][CH:28]=[CH:27][C:26]=2[S:31]([N:34]2[CH2:39][CH2:38][NH:37][CH2:36][CH2:35]2)(=[O:32])=[O:33])[CH:5]=[CH:4][C:3]=1[C:17]1[N:18]=[CH:19][C:20]([NH2:23])=[N:21][CH:22]=1. Procedure details: The title compound was prepared in a manner similar to that described in Example 448 using 5-(2-fluoro-4-(4,4,5,5-tetramethyl-1,3,2-dioxaborolan-2-yl)phenyl)-pyrazin-2-amine and 1-((2-bromophenyl)sulfonyl)piperazine. MS (ESI): mass calcd. for C20H20FN5O2S, 413.13; m/z found, 414.1 [M+H]+. 1H NMR (400 MHz, CD3OD) δ 8.39 (m, 1H), 8.21-8.13 (m, 2H), 8.01-7.95 (m, 1H), 7.79-7.74 (m, 1H), 7.69-7.63 (m, 1H), 7.50-7.46 (m, 1H), 7.37-7.30 (m, 2H), 3.14-3.08 (m, 4H), 3.06-2.99 (m, 4H). Reactants: [Br-], N#Cc1ccc2nc(NC3CCc4ccccc43)ccc2c1, Cl, Fc1ccc([Mg+])cc1, [Na+], C1CCOC1, [OH-]. Yields the product O=C(c1ccc(F)cc1)c1ccc2nc(NC3CCc4ccccc43)ccc2c1. Reaction SMILES: [Br-:23].[CH:1]1([NH:10][c:11]2[n:12][c:13]3[cH:14][cH:15][c:16]([C:21]#[N:22])[cH:17][c:18]3[cH:19][cH:20]2)[CH2:2][CH2:3][c:4]2[cH:5][cH:6][cH:7][cH:8][c:9]21.[ClH:32].[F:24][c:25]1[cH:26][cH:27][c:28]([Mg+:31])[cH:29][cH:30]1.[Na+:34].[O:35]1[CH2:36][CH2:37][CH2:38][CH2:39]1.[OH-:33]>>[CH:1]1([NH:10][c:11]2[n:12][c:13]3[cH:14][cH:15][c:16]([C:21]([c:28]4[cH:27][cH:26][c:25]([F:24])[cH:30][cH:29]4)=[O:33])[cH:17][c:18]3[cH:19][cH:20]2)[CH2:2][CH2:3][c:4]2[cH:5][cH:6][cH:7][cH:8][c:9]21. Reactants: [OH-].C(C1=CC=CC=C1)[N+](C)(C)C (benzyltrimethylammonium hydroxide), C1(=CC=CC=C1)C1(C=C(C(CC1)=O)C=O)C1=CC=CC=C1 (4,4-diphenyl-2-formyl-2-cyclohexen-1-one), [N+](=O)([O-])C (nitromethane), Cl (hydrochloric acid). Solvent: CO (methanol), O1CCCC1 (tetrahydrofuran), C(C)(C)(C)O (tert-butanol), C(C)(=O)OCC (ethyl acetate), O (water). Conditions: temperature 20 celsius, time 18 hour. Product: C1(=CC=CC=C1)C1(C(C(C(CC1)=O)C=O)C[N+](=O)[O-])C1=CC=CC=C1 (4,4-Diphenyl-2-formyl-3-(nitromethyl)cyclohexanone). Reaction SMILES: [C:1]1([C:7]2([C:16]3[CH:21]=[CH:20][CH:19]=[CH:18][CH:17]=3)[CH2:12][CH2:11][C:10](=[O:13])[C:9]([CH:14]=[O:15])=[CH:8]2)[CH:6]=[CH:5][CH:4]=[CH:3][CH:2]=1.[N+:22]([CH3:25])([O-:24])=[O:23].[OH-].C([N+](C)(C)C)C1C=CC=CC=1.Cl>O1CCCC1.C(O)(C)(C)C.CO.C(OCC)(=O)C.O>[C:1]1([C:7]2([C:16]3[CH:21]=[CH:20][CH:19]=[CH:18][CH:17]=3)[CH2:12][CH2:11][C:10](=[O:13])[CH:9]([CH:14]=[O:15])[CH:8]2[CH2:25][N+:22]([O-:24])=[O:23])[CH:2]=[CH:3][CH:4]=[CH:5][CH:6]=1 |f:2.3|. Reported procedure: A solution of 4,4-diphenyl-2-formyl-2-cyclohexen-1-one (29 g) and nitromethane (5.7 cc) in a mixture of tetrahydrofuran (250 cc) and tert-butanol (500 cc) is treated with a 35% strength solution (6.93 cc) of benzyltrimethylammonium hydroxide in methanol and stirred at 20° C. for 18 hours. The reaction mixture is diluted with ethyl acetate (500 cc) and water (2000 cc) and acidified to pH 2 with hydrochloric acid. The aqueous phase is extracted with ethyl acetate (200 cc) and the combined organic ... The reactants are C(C(C)C)(=O)N1CCN(CC1)C(=O)C=1C=C(C=CC1)C1C(NC=2C=CC=C(C2C1=O)C(=O)OC)C1=CC=CC=C1 (methyl 3-(3-(4-isobutyrylpiperazine-1-carbonyl)phenyl)-4-oxo-2-phenyl-1,2,3,4-tetrahydroquinoline-5-carboxylate), O.NN (hydrazine monohydrate). The solvent is CO (methanol). Reaction conditions: temperature 25 celsius, time 4 hour. The product is C(C(C)C)(=O)N1CCN(CC1)C(=O)C=1C=C(C=CC1)C1C(NC=2C=3C1=NNC(C3C=CC2)=O)C2=CC=CC=C2 (9-(3-(4-isobutyrylpiperazine-1-carbonyl)phenyl)-8-phenyl-8,9-dihydro-2H-pyrido[4,3,2-de]phthalazin-3(7H)-one). Yield: 11.0%. As a reaction SMILES: [C:1]([N:6]1[CH2:11][CH2:10][N:9]([C:12]([C:14]2[CH:15]=[C:16]([CH:20]3[C:29](=O)[C:28]4[C:27]([C:31](OC)=[O:32])=[CH:26][CH:25]=[CH:24][C:23]=4[NH:22][CH:21]3[C:35]3[CH:40]=[CH:39][CH:38]=[CH:37][CH:36]=3)[CH:17]=[CH:18][CH:19]=2)=[O:13])[CH2:8][CH2:7]1)(=O)[CH:2]([CH3:4])[CH3:3].[OH2:41].[NH2:42][NH2:43]>CO>[C:1]([N:6]1[CH2:7][CH2:8][N:9]([C:12]([C:14]2[CH:15]=[C:16]([CH:20]3[C:29]4=[N:42][NH:43][C:31](=[O:32])[C:27]5[CH:26]=[CH:25][CH:24]=[C:23]([C:28]=54)[NH:22][CH:21]3[C:35]3[CH:40]=[CH:39][CH:38]=[CH:37][CH:36]=3)[CH:17]=[CH:18][CH:19]=2)=[O:13])[CH2:10][CH2:11]1)(=[O:41])[CH:2]([CH3:4])[CH3:3] |f:1.2|. Reported procedure: A mixture of methyl 3-(3-(4-isobutyrylpiperazine-1-carbonyl)phenyl)-4-oxo-2-phenyl-1,2,3,4-tetrahydroquinoline-5-carboxylate (110 mg, 0.20 mmol) in hydrazine monohydrate (5 mL) and methanol (2 mL) was stirred at 25° C. for 4 hr. The mixture was extracted with ethyl acetate (50 mL×3). The combined organic layers were washed with brine, dried over anhydrous sodium sulfate, and concentrated to give crude product. The crude product was purified by prep-HPLC to give 9-(3-(4-isobutyrylpiperazine-1-car...